Task: describe an organic reaction: reactants, conditions, products, and yield. Dataset: the Open Reaction Database (ORD), a public repository of structured organic reaction records The reactants are alkyl bromide, saturated alcohol, C(CCC)C(C(=O)OCC)C(=O)OCC (diethyl butylmalonate), C(CCC)C(C(=O)O)CCCCCCCCCC (2-butyldodecanoic acid), malonic ester, CC(C)CCC[C@@H](C)CCC[C@@H](C)CCC\C(\C)=C\CO (phytol), C(CCC)C(C(=O)O)(CCCCCCCCCC)CCCC (2,2-dibutyldodecanoic acid), C(C1=CC=CC=C1)C(C(=O)OCC)C(=O)OCC (diethyl benzylmalonate), CC(C(=O)O)CCCCCCCC (2-methyldecanoic acid). Reagents/catalysts: [O-2].[O-2].[O-2].[Cr+6] (chromium trioxide). The solvent is C(C)(=O)O (acetic acid). Yields the product 2-butylalkanoic acids, CC(CC(=O)O)CCCC(CCCC(CCCC(C)C)C)C (3,7,11,15-tetramethylhexadecanoic acid). As a reaction SMILES: C(C(C(OCC)=O)C(OCC)=[O:10])C1C=CC=CC=1.C(C(C(OCC)=O)C(OCC)=O)CCC.CC(CCCCCCCC)C(O)=O.C(C(CCCC)(CCCCCCCCCC)C(O)=O)CCC.C(C(CCCCCCCCCC)C(O)=O)CCC.[CH3:87][CH:88]([CH2:90][CH2:91][CH2:92][C@H:93]([CH2:95][CH2:96][CH2:97][C@H:98]([CH2:100][CH2:101][CH2:102]/[C:103](=[CH:105]/[CH2:106][OH:107])/[CH3:104])[CH3:99])[CH3:94])[CH3:89]>C(O)(=O)C.[O-2].[O-2].[O-2].[Cr+6]>[CH3:104][CH:103]([CH2:102][CH2:101][CH2:100][CH:98]([CH3:99])[CH2:97][CH2:96][CH2:95][CH:93]([CH3:94])[CH2:92][CH2:91][CH2:90][CH:88]([CH3:87])[CH3:89])[CH2:105][C:106]([OH:10])=[O:107] |f:7.8.9.10|. Procedure details: The 2-benzylalkanoic and 2-butylalkanoic acids were prepared by the malonic ester method starting from diethyl benzylmalonate or diethyl butylmalonate and the appropriate alkyl bromide. The procedure used was analogous to that for the preparation of 2-methyldecanoic acid. Preparation of 2,2-dibutyldodecanoic acid was accomplished by alkylation of 2-butyldodecanoic acid using the method of Pfeffer, Silbert, and Chirinko. Hydrogenation of phytol followed by oxidation of the resulting saturated alc... The reactants are ClC1=NC=C(C=C1[N+](=O)[O-])[N+](=O)[O-] (2-chloro-3,5-dinitropyridine), C1=CCCCC1 (cyclohexene), CC1NC(CC1)C (2,5-dimethylpyrrolidine), [H][H] (hydrogen). The reagents and catalysts are [Pd] (palladium-on-charcoal). Solvent: C(C)O (ethanol). Product: Cl.Cl.NC=1C(=NC=C(C1)N)N1C(CCC1C)C (N-(3,5-diaminopyrid-2-yl)-2,5-dimethylpyrrolidine dihydrochloride). Reaction SMILES: [Cl:1][C:2]1[C:7]([N+:8]([O-])=O)=[CH:6][C:5]([N+:11]([O-])=O)=[CH:4][N:3]=1.[CH3:14][CH:15]1[CH2:19][CH2:18][CH:17]([CH3:20])[NH:16]1.[H][H].C1CCCCC=1>C(O)C.[Pd]>[ClH:1].[ClH:1].[NH2:8][C:7]1[C:2]([N:16]2[CH:17]([CH3:20])[CH2:18][CH2:19][CH:15]2[CH3:14])=[N:3][CH:4]=[C:5]([NH2:11])[CH:6]=1 |f:6.7.8|. Procedure: 1.5 g (5.63 mmol) of (2,5-dimethylpyrrolidin-1-yl)-3,5-dinitropyridine, obtained according to Protocol A from 2-chloro-3,5-dinitropyridine and 2,5-dimethylpyrrolidine, were reduced by hydrogen transfer in 50 ml of ethanol in the presence of palladium-on-charcoal and 5 ml of cyclohexene. 900 mg of N-(3,5-diaminopyrid-2-yl)-2,5-dimethylpyrrolidine dihydrochloride were obtained. Starting materials: C(=O)(O)C=1C=C2C(C=C(OC2=CC1)C1=C(C=CC(=C1)C)OC(C)C)=O (6-carboxy-2'-isopropoxy-5'-methyl-flavone), S(=O)(Cl)Cl (thionyl chloride), O1CCOCC1 (dioxane). Product: C(=O)(OCC)C=1C=C2C(C=C(OC2=CC1)C1=C(C=CC(=C1)C)OC(C)C)=O (6-carbethoxy-2'-isopropoxy-5'-methyl-flavone). Reaction SMILES: [C:1]([C:4]1[CH:5]=[C:6]2[C:11](=[CH:12][CH:13]=1)[O:10][C:9]([C:14]1[CH:19]=[C:18]([CH3:20])[CH:17]=[CH:16][C:15]=1[O:21][CH:22]([CH3:24])[CH3:23])=[CH:8][C:7]2=[O:25])([OH:3])=[O:2].S(Cl)(Cl)=O.O1CCO[CH2:32][CH2:31]1>>[C:1]([C:4]1[CH:5]=[C:6]2[C:11](=[CH:12][CH:13]=1)[O:10][C:9]([C:14]1[CH:19]=[C:18]([CH3:20])[CH:17]=[CH:16][C:15]=1[O:21][CH:22]([CH3:23])[CH3:24])=[CH:8][C:7]2=[O:25])([O:3][CH2:31][CH3:32])=[O:2]. Procedure: 6-carboxy-2'-isopropoxy-5'-methyl-flavone (4.8 g) in dioxane (30 ml) was treated with thionyl chloride (4 ml) at the reflux temperature for 2 hours. After cooling, the reaction mixture was evaporated to dryness and reacted with an excess of anhydrous ethanol at 50° C. for 1 hour. The mixture was concentrated to a small volume and diluted with water so obtaining, by filtration, 6-carbethoxy-2'-isopropoxy-5'-methyl-flavone (4.7 g).